Dataset: the Open Reaction Database (ORD), a public repository of structured organic reaction records. Task: describe an organic reaction: reactants, conditions, products, and yield Reactants: COC=1C=C2C(N(C=NC2=CC1OCC1=CC=NC=C1)COC(C(C)(C)C)=O)=O (6-methoxy-3-((pivaloyloxy)methyl)-7-(4-pyridylmethoxy)-3,4-dihydroquinazolin-4-one). Run in N (ammonia). The product is COC=1C=C2C(NC=NC2=CC1OCC1=CC=NC=C1)=O (6-methoxy-7-(4-pyridylmethoxy)-3,4-dihydroquinazolin-4-one). Yield: 92.5%. RXN SMILES: [CH3:1][O:2][C:3]1[CH:4]=[C:5]2[C:10](=[CH:11][C:12]=1[O:13][CH2:14][C:15]1[CH:20]=[CH:19][N:18]=[CH:17][CH:16]=1)[N:9]=[CH:8][N:7](COC(=O)C(C)(C)C)[C:6]2=[O:29]>N>[CH3:1][O:2][C:3]1[CH:4]=[C:5]2[C:10](=[CH:11][C:12]=1[O:13][CH2:14][C:15]1[CH:16]=[CH:17][N:18]=[CH:19][CH:20]=1)[N:9]=[CH:8][NH:7][C:6]2=[O:29]. Reported procedure: A solution of 6-methoxy-3-((pivaloyloxy)methyl)-7-(4-pyridylmethoxy)-3,4-dihydroquinazolin-4-one (500 mg, 1.26 mmol) in saturated methanolic ammonia (10 ml) was stirred for 20 hours at ambient temperature. The volatiles were removed by evaporation, the solid residue was triturated with ether, collected by filtration and dried under vacuum to give 6-methoxy-7-(4-pyridylmethoxy)-3,4-dihydroquinazolin-4-one (330 mg, 92%).